The task is: describe an organic reaction: reactants, conditions, products, and yield. This data is from the Open Reaction Database (ORD), a public repository of structured organic reaction records. The reactants are CNc1nc(-c2ccccc2)c(CCC(=O)OC)s1, CN(C)C=O, Cc1oc(-c2ccccc2)nc1COc1ccc(CCl)cc1, Cl, [H-], [Na+], O. Yields the product COC(=O)CCc1sc(N(C)Cc2ccc(OCc3nc(-c4ccccc4)oc3C)cc2)nc1-c1ccccc1. RXN SMILES: [CH3:1][NH:2][c:3]1[s:4][c:5]([CH2:14][CH2:15][C:16](=[O:17])[O:18][CH3:19])[c:6](-[c:8]2[cH:9][cH:10][cH:11][cH:12][cH:13]2)[n:7]1.[CH3:45][N:46]([CH3:47])[CH:48]=[O:49].[Cl:22][CH2:23][c:24]1[cH:25][cH:26][c:27]([O:28][CH2:29][c:30]2[n:31][c:32](-[c:36]3[cH:37][cH:38][cH:39][cH:40][cH:41]3)[o:33][c:34]2[CH3:35])[cH:42][cH:43]1.[ClH:44].[H-:20].[Na+:21].[OH2:50]>>[CH3:1][N:2]([c:3]1[s:4][c:5]([CH2:14][CH2:15][C:16](=[O:17])[O:18][CH3:19])[c:6](-[c:8]2[cH:9][cH:10][cH:11][cH:12][cH:13]2)[n:7]1)[CH2:23][c:24]1[cH:25][cH:26][c:27]([O:28][CH2:29][c:30]2[n:31][c:32](-[c:36]3[cH:37][cH:38][cH:39][cH:40][cH:41]3)[o:33][c:34]2[CH3:35])[cH:42][cH:43]1. Starting materials: FC1=C(C(=CC=C1)F)NC(=O)C=1SC(=CC1)C1=C(C=CC(=C1)C(F)(F)F)Cl (5-(2-chloro-5-trifluoromethyl-phenyl)-thiophene-2-carboxylic acid (2,6-difluoro-phenyl)-amide), COC(C1=CC(=C(C=C1)C)I)=O (3-iodo-4-methyl-benzoic acid methyl ester), CC=1C=NC=CC1N (3-methyl-4 amino pyridine). Yields the product COC(C1=CC(=C(C=C1)C)C=1SC(=CC1)C(NC1=C(C=NC=C1)C)=O)=O (4-Methyl-3-[5-(3-methyl-pyridin-4-ylcarbamoyl)-thiophen-2-yl]-benzoic acid methyl ester). As a reaction SMILES: F[C:2]1[CH:7]=C[CH:5]=[C:4](F)[C:3]=1[NH:9][C:10]([C:12]1[S:13][C:14](C2C=C(C(F)(F)F)C=CC=2Cl)=[CH:15][CH:16]=1)=[O:11].[CH3:28][O:29][C:30](=[O:39])[C:31]1[CH:36]=[CH:35][C:34]([CH3:37])=[C:33](I)[CH:32]=1.CC1[CH:42]=[N:43]C=CC=1N>>[CH3:28][O:29][C:30](=[O:39])[C:31]1[CH:36]=[CH:35][C:34]([CH3:37])=[C:33]([C:14]2[S:13][C:12]([C:10](=[O:11])[NH:9][C:3]3[CH:2]=[CH:7][N:43]=[CH:42][C:4]=3[CH3:5])=[CH:16][CH:15]=2)[CH:32]=1. Procedure: Compound 4 was synthesized in an analogous fashion as described for Compound 1 except that 3-iodo-4-methyl-benzoic acid methyl ester was used instead of 1-chloro-2-iodo-4-trifluoromethyl-benzene in step 1, and 3-methyl-4 amino pyridine was used instead of 2,6-difluoroaniline in step 2. Starting materials: BrC=1C=C2C(CC3(CCN(CC3)C(=O)C3=NC4=C(C=CC=C4C(=C3)OC)OC)OC2=CC1)=O (6-bromo-1′-[(4,8-dimethoxyquinolin-2-yl)carbonyl]spiro[chroman-2,4′-piperidin]-4-one), C([O-])([O-])=O.[Cs+].[Cs+] (cesium carbonate), NC1=CC=NN1C (5-amino-1-methyl-1H-pyrazole), C(C)(C)(C)P(C1=C(C=CC=C1)C1=CC=CC=C1)C(C)(C)C (2-(di-t-butylphosphino)biphenyl). Reagents/catalysts: C(C)(=O)[O-].[Pd+2].C(C)(=O)[O-] (palladium acetate). Solvent: O1CCOCC1 (1,4-dioxane). Run at temperature 120 celsius. Yields the product COC1=CC(=NC2=C(C=CC=C12)OC)C(=O)N1CCC2(CC1)OC1=CC=C(C=C1C(C2)=O)NC2=CC=NN2C (1′-[(4,8-dimethoxyquinolin-2-yl)carbonyl]-6-[(1-methyl-1H-pyrazol-5-yl)amino]spiro[chroman-2,4′-piperidin]-4-one). As a reaction SMILES: Br[C:2]1[CH:3]=[C:4]2[C:30](=[CH:31][CH:32]=1)[O:29][C:7]1([CH2:12][CH2:11][N:10]([C:13]([C:15]3[CH:24]=[C:23]([O:25][CH3:26])[C:22]4[C:17](=[C:18]([O:27][CH3:28])[CH:19]=[CH:20][CH:21]=4)[N:16]=3)=[O:14])[CH2:9][CH2:8]1)[CH2:6][C:5]2=[O:33].[NH2:34][C:35]1[N:39]([CH3:40])[N:38]=[CH:37][CH:36]=1.C(P(C(C)(C)C)C1C=CC=CC=1C1C=CC=CC=1)(C)(C)C.C(=O)([O-])[O-].[Cs+].[Cs+]>O1CCOCC1.C([O-])(=O)C.[Pd+2].C([O-])(=O)C>[CH3:26][O:25][C:23]1[C:22]2[C:17](=[C:18]([O:27][CH3:28])[CH:19]=[CH:20][CH:21]=2)[N:16]=[C:15]([C:13]([N:10]2[CH2:11][CH2:12][C:7]3([CH2:6][C:5](=[O:33])[C:4]4[C:30](=[CH:31][CH:32]=[C:2]([NH:34][C:35]5[N:39]([CH3:40])[N:38]=[CH:37][CH:36]=5)[CH:3]=4)[O:29]3)[CH2:8][CH2:9]2)=[O:14])[CH:24]=1 |f:3.4.5,7.8.9|. Reported procedure: The bromide compound (2.00 g) produced in Example 9, 5-amino-1-methyl-1H-pyrazole (456 mg), palladium acetate (175 mg), 2-(di-t-butylphosphino)biphenyl (233 mg) and cesium carbonate (1.66 g) were suspended in 1,4-dioxane (20 mL), and heated under reflux at 120° C. for 40 hours. The reaction liquid was filtered through Celite, the residue on the Celite was washed with chloroform, and the filtrate was concentrated under reduced pressure. The resulting residue was purified through silica gel column... Starting materials: FC(C(=O)O)(F)F.C(CC1=CC=CC=C1)NC(C(C(=O)NCCC1=CC=CC=C1)N)=O (N,N′-diphenethyl-2-aminomalonamide trifluoroacetic acid salt), Br[C@@H](C(=O)O)CC1=CC=CC=C1 ((R)-2-bromo-3-phenylpropionic acid), CN1CCOCC1 (N-methylmorpholine), Cl.C(C)N=C=NCCCN(C)C (1-ethyl-3-(3-(dimethylamino)propyl)carbodiimide hydrochloric acid salt), O.ON1N=NC2=C1C=CC=C2 (1-hydroxybenztriazole hydrate). Solvent: ClCCl (dichloromethane). The product is C(CC1=CC=CC=C1)NC(C(C(=O)NCCC1=CC=CC=C1)NC([C@@H](CC1=CC=CC=C1)Br)=O)=O (N,N′-Diphenethyl-2-((R)-2-bromo-3-phenylpropionylamino)malonamide). The yield is 60.0%. Reaction SMILES: FC(F)(F)C(O)=O.[CH2:8]([NH:16][C:17](=[O:31])[CH:18]([NH2:30])[C:19]([NH:21][CH2:22][CH2:23][C:24]1[CH:29]=[CH:28][CH:27]=[CH:26][CH:25]=1)=[O:20])[CH2:9][C:10]1[CH:15]=[CH:14][CH:13]=[CH:12][CH:11]=1.[Br:32][C@H:33]([CH2:37][C:38]1[CH:43]=[CH:42][CH:41]=[CH:40][CH:39]=1)[C:34](O)=[O:35].CN1CCOCC1.Cl.C(N=C=NCCCN(C)C)C.O.ON1C2C=CC=CC=2N=N1>ClCCl>[CH2:22]([NH:21][C:19](=[O:20])[CH:18]([NH:30][C:34](=[O:35])[C@H:33]([Br:32])[CH2:37][C:38]1[CH:39]=[CH:40][CH:41]=[CH:42][CH:43]=1)[C:17]([NH:16][CH2:8][CH2:9][C:10]1[CH:11]=[CH:12][CH:13]=[CH:14][CH:15]=1)=[O:31])[CH2:23][C:24]1[CH:25]=[CH:26][CH:27]=[CH:28][CH:29]=1 |f:0.1,4.5,6.7|. Procedure details: Prepare by the method of Example 1.3 using N,N′-diphenethyl-2-aminomalonamide trifluoroacetic acid salt (0.61 g, 0.600 mmol), (R)-2-bromo-3-phenylpropionic acid (0.137 g, 0.600 mmol), N-methylmorpholine (0.20 mL, 1.8 mmol), 1-ethyl-3-(3-(dimethylamino)propyl)carbodiimide hydrochloric acid salt (0.14 g, 0.72 mmol), and 1-hydroxybenztriazole hydrate (0.097 g, 0.72 mmol) in dichloromethane (10 mL). Purify by chromatography on silica gel eluting with 1/1 ethyl acetate/hexane to give the title compou... The reactants are S(O)(O)(=O)=O (sulfuric acid), CC(CC=O)(C)C (3,3-dimethylbutyraldehyde), [OH-].[Na+] (NaOH), ClC1=CC=C(CCC=O)C=C1 (p-chlorodihydrocinnamaldehyde). The solvent is CO (methanol). Run at time 1 hour. Yields the product CC(CC=C(CC1=CC=C(C=C1)Cl)C=O)(C)C (5,5-Dimethyl-2-formyl-1-(p-chlorophenyl)-hex-2-ene). Reaction SMILES: [CH3:1][C:2]([CH3:7])([CH3:6])[CH2:3][CH:4]=O.[OH-].[Na+].[Cl:10][C:11]1[CH:20]=[CH:19][C:14]([CH2:15][CH2:16][CH:17]=[O:18])=[CH:13][CH:12]=1.S(=O)(=O)(O)O>CO>[CH3:1][C:2]([CH3:7])([CH3:6])[CH2:3][CH:4]=[C:16]([CH:17]=[O:18])[CH2:15][C:14]1[CH:19]=[CH:20][C:11]([Cl:10])=[CH:12][CH:13]=1 |f:1.2|. Procedure: 79 g (0.79 mol) of 3,3-dimethylbutyraldehyde are added to a solution of 10.5 g of 50% strength by weight aqueous NaOH in 500 ml of methanol, after which 123 g (0.73 mol) of p-chlorodihydrocinnamaldehyde are added dropwise at 34° C. The mixture is stirred for one hour and then neutralized with dilute sulfuric acid, the solution is evaporated down and the residue is then subjected to fractional distillation. The reactants are C([O-])([O-])=O.[K+].[K+] (potassium carbonate), IC (iodomethane), ClC=1N=C2N(C3=C(NC4=C2C=CC=C4)N=CC=C3)C1C1=CC=C(C=C1)C1(CCC1)NC(OC(C)(C)C)=O (tert-butyl {1-[4-(2-chloro-9H-imidazo[1,2-d]pyrido[2,3-b][1,4]benzodiazepin-3-yl)phenyl]cyclobutyl}carbamate), OC1=C(C(=O)OC)C=CC(=C1)B1OC(C(O1)(C)C)(C)C (methyl 2-hydroxy-4-(4,4,5,5-tetramethyl-1,3,2-dioxaborolan-2-yl)benzoate), C(=O)([O-])[O-].[Na+].[Na+] (Na2CO3). The reagents and catalysts are CC(C)(C)P(C1=CC=C(C=C1)N(C)C)C(C)(C)C.CC(C)(C)P(C1=CC=C(C=C1)N(C)C)C(C)(C)C.Cl[Pd]Cl (bis(di-tert-butyl(4-dimethylaminophenyl)phosphine)dichloropalladium(II)). Run in CCOC(=O)C (AcOEt), CN(C)C=O (DMF). Conditions: time 8.5 hour. Yields the product C(C)(C)(C)OC(=O)NC1(CCC1)C1=CC=C(C=C1)C1=C(N=C2N1C1=C(NC3=C2C=CC=C3)N=CC=C1)C1=CC(=C(C(=O)OC)C=C1)O (methyl 4-[3-(4-{1-[(tert-butoxycarbonyl)amino]cyclobutyl}phenyl)-9H-imidazo[1,2-d]pyrido[2,3-b][1,4]benzodiazepin-2-yl]-2-hydroxybenzoate). Yield: 57.0%. As a reaction SMILES: Cl[C:2]1[N:3]=[C:4]2[C:10]3[CH:11]=[CH:12][CH:13]=[CH:14][C:9]=3[NH:8][C:7]3[N:15]=[CH:16][CH:17]=[CH:18][C:6]=3[N:5]2[C:19]=1[C:20]1[CH:25]=[CH:24][C:23]([C:26]2([NH:30][C:31](=[O:37])[O:32][C:33]([CH3:36])([CH3:35])[CH3:34])[CH2:29][CH2:28][CH2:27]2)=[CH:22][CH:21]=1.[OH:38][C:39]1[CH:48]=[C:47](B2OC(C)(C)C(C)(C)O2)[CH:46]=[CH:45][C:40]=1[C:41]([O:43][CH3:44])=[O:42].C([O-])([O-])=O.[Na+].[Na+].C(=O)([O-])[O-].[K+].[K+].IC>CN(C=O)C.CCOC(C)=O.CC(P(C(C)(C)C)C1C=CC(N(C)C)=CC=1)(C)C.CC(P(C(C)(C)C)C1C=CC(N(C)C)=CC=1)(C)C.Cl[Pd]Cl>[C:33]([O:32][C:31]([NH:30][C:26]1([C:23]2[CH:24]=[CH:25][C:20]([C:19]3[N:5]4[C:6]5[CH:18]=[CH:17][CH:16]=[N:15][C:7]=5[NH:8][C:9]5[CH:14]=[CH:13][CH:12]=[CH:11][C:10]=5[C:4]4=[N:3][C:2]=3[C:47]3[CH:46]=[CH:45][C:40]([C:41]([O:43][CH3:44])=[O:42])=[C:39]([OH:38])[CH:48]=3)=[CH:21][CH:22]=2)[CH2:29][CH2:28][CH2:27]1)=[O:37])([CH3:35])([CH3:34])[CH3:36] |f:2.3.4,5.6.7,11.12.13|. Procedure details: A mixture of tert-butyl {1-[4-(2-chloro-9H-imidazo[1,2-d]pyrido[2,3-b][1,4]benzodiazepin-3-yl)phenyl]cyclobutyl}carbamate (55 mg, 0.092 mmol), methyl 2-hydroxy-4-(4,4,5,5-tetramethyl-1,3,2-dioxaborolan-2-yl)benzoate (48 mg, 0.18 mmol), bis(di-tert-butyl(4-dimethylaminophenyl)phosphine)dichloropalladium(II) (7 mg, 0.009 mmol), and 2M Na2CO3 aq. (0.092 mL, 0.18 mmol) in DMF (2.5 mL) was treated with microwave (160° C. for 1 hour). The reaction mixture was added potassium carbonate (30 mg, 0.22 mmo...